From a dataset of the Open Reaction Database (ORD), a public repository of structured organic reaction records. describe an organic reaction: reactants, conditions, products, and yield Reactants: CSC(=S)N1CCN(Cc2cc(OC(C)=O)ccc2O)CC1, CCO, Cl. Yields the product Cl, CSC(=S)N1CCN(Cc2cc(O)ccc2O)CC1. RXN SMILES: [C:1](=[O:2])([CH3:3])[O:4][c:5]1[cH:6][cH:7][c:8]([OH:22])[c:9]([CH2:10][N:11]2[CH2:12][CH2:13][N:14]([C:17](=[S:18])[S:19][CH3:20])[CH2:15][CH2:16]2)[cH:21]1.[CH3:24][CH2:25][OH:26].[ClH:23]>>[ClH:23].[OH:4][c:5]1[cH:6][cH:7][c:8]([OH:22])[c:9]([CH2:10][N:11]2[CH2:12][CH2:13][N:14]([C:17](=[S:18])[S:19][CH3:20])[CH2:15][CH2:16]2)[cH:21]1. Reactants: C([O-])([O-])=O.[K+].[K+] (Potassium carbonate), FC1=C2C=C(N(C2=CC=C1OC1=NC(=NC=C1)COC(C)=O)C(NC1=CC(=CC=C1)C(F)(F)F)=O)C (acetic acid 4-[4-fluoro-2-methyl-1-(3-trifluoromethyl-phenylcarbamoyl)-1H-indol-5-yloxy]-pyrimidin-2-ylmethyl ester), [NH4+].[Cl-] (NH4Cl), O (water). The solvent is CO (MeOH). Conditions: temperature 23 celsius, time 1 hour. The product is FC(C=1C=C(C=CC1)NC(=O)N1C(=CC2=C(C(=CC=C12)OC1=NC(=NC=C1)CO)F)C)(F)F (4-fluoro-5-(2-hydroxymethyl-pyrimidin-4-yloxy)-2-methyl-indole-1-carboxylic acid (3-trifluoromethyl-phenyl)-amide). As a reaction SMILES: C(=O)([O-])[O-].[K+].[K+].[F:7][C:8]1[C:16]([O:17][C:18]2[CH:23]=[CH:22][N:21]=[C:20]([CH2:24][O:25]C(=O)C)[N:19]=2)=[CH:15][CH:14]=[C:13]2[C:9]=1[CH:10]=[C:11]([CH3:42])[N:12]2[C:29](=[O:41])[NH:30][C:31]1[CH:36]=[CH:35][CH:34]=[C:33]([C:37]([F:40])([F:39])[F:38])[CH:32]=1.[NH4+].[Cl-].O>CO>[F:40][C:37]([F:38])([F:39])[C:33]1[CH:32]=[C:31]([NH:30][C:29]([N:12]2[C:13]3[C:9](=[C:8]([F:7])[C:16]([O:17][C:18]4[CH:23]=[CH:22][N:21]=[C:20]([CH2:24][OH:25])[N:19]=4)=[CH:15][CH:14]=3)[CH:10]=[C:11]2[CH3:42])=[O:41])[CH:36]=[CH:35][CH:34]=1 |f:0.1.2,4.5|. Procedure: Potassium carbonate (289 mg, 2.09 mmol) is added to a solution of acetic acid 4-[4-fluoro-2-methyl-1-(3-trifluoromethyl-phenylcarbamoyl)-1H-indol-5-yloxy]-pyrimidin-2-ylmethyl ester (1.05 g, 2.09 mmol) in MeOH (40 mL) at 23° C. The resulting mixture is stirred at 23° C. for 1 h. Saturated aqueous NH4Cl (50 mL) and water (20 mL) are added and the mixture is extracted with EtOAc (3×50 mL). The organic layers are combined, washed with brine (30 mL), dried (Na2SO4), and concentrated. The residue is ... Reactants: C1(CCCCC1)N=C=S (Cyclohexylisothiocyanate), C1(=CC=CC=C1)C(NCCS)(C1=CC=CC=C1)C1=CC=CC=C1 (N-triphenylmethylcysteamine). Product: C1(CCCCC1)NC(=S)SCCN (2-cyclohexylaminothiocarbonylthioethylamine). Reaction SMILES: [CH:1]1([N:7]=[C:8]=[S:9])[CH2:6][CH2:5][CH2:4][CH2:3][CH2:2]1.C1(C(C2C=CC=CC=2)(C2C=CC=CC=2)[NH:17][CH2:18][CH2:19][SH:20])C=CC=CC=1>>[CH:1]1([NH:7][C:8]([S:20][CH2:19][CH2:18][NH2:17])=[S:9])[CH2:6][CH2:5][CH2:4][CH2:3][CH2:2]1. Procedure: Cyclohexylisothiocyanate (0.2 ml) and N-triphenylmethylcysteamine (150 mg) were subjected to the reaction described in Reference 5. From the reaction product, triphenylmethyl was removed by the method described in Reference 4 to obtain 2-cyclohexylaminothiocarbonylthioethylamine (crude formate: 92 mg). The product was dissolved in anhydrous methanol (2 ml). Triethylamine (0.24 ml) and mitomycin A (97 mg: 0.8 molar equivalent) were added to the reaction solution which was then treated in a simila... Starting materials: C(CCC)[Li] (n-butyl lithium), C(C)(C)NC(C)C (diisopropylamine), CCCCCC (hexane), 7-iodo-5 -heptynoic acid nitrile, O (water), C(=O)(OCC)CCC(CSCC(CCC(=O)OCC)(OCC)OCC)(OCC)OCC (carboethoxyethyl-2,2-diethoxy ethylsulfide). Solvent: O1CCCC1 (tetrahydrofuran). Conditions: time 15 minute. Product: C(C)OC(CSC(C(=O)OCC)CC#CCCCC#N)OCC (ethyl 2-(2,2-diethoxyethylmercapto)-8 cyano-4-octynoate). RXN SMILES: C([Li])CCC.[CH:6]([NH:9]C(C)C)(C)C.C(CC[C:20]([O:41]CC)([O:38][CH2:39][CH3:40])[CH2:21][S:22][CH2:23][C:24]([O:35][CH2:36][CH3:37])([O:32][CH2:33][CH3:34])CCC(OCC)=O)(OCC)=O.O.[CH3:45][CH2:46][CH2:47][CH2:48][CH2:49][CH3:50]>O1CCCC1>[CH2:36]([O:35][CH:24]([O:32][CH2:33][CH3:34])[CH2:23][S:22][CH:21]([CH2:45][C:46]#[C:47][CH2:48][CH2:49][CH2:50][C:6]#[N:9])[C:20]([O:38][CH2:39][CH3:40])=[O:41])[CH3:37]. Procedure: The starting material is prepared as follows: To the solution, made by adding dropwise 132 ml of n-butyl lithium in hexane to 21.2 g of diisopropylamine in 500 ml of tetrahydrofuran while stirring under nitrogen at -30° for 15 minutes, and cooling it to -70°, 49.5 g of carboethoxyethyl-2,2-diethoxy ethylsulfide are added dropwise over a period of 4 minutes. After stirring at -70° for 1 hour, 49.2 g of 7-iodo-5 -heptynoic acid nitrile are added dropwise during 10 minutes. The mixture is stirred a... Starting materials: COC(=O)CBr, CCc1cc2c(O)cccc2n1Cc1cccc(Cl)c1. Product: CCc1cc2c(OCC(=O)OC)cccc2n1Cc1cccc(Cl)c1. RXN SMILES: [Br:21][CH2:22][C:23](=[O:24])[O:25][CH3:26].[Cl:1][c:2]1[cH:3][c:4]([CH2:8][n:9]2[c:10]([CH2:19][CH3:20])[cH:11][c:12]3[c:13]([OH:18])[cH:14][cH:15][cH:16][c:17]23)[cH:5][cH:6][cH:7]1>>[Cl:1][c:2]1[cH:3][c:4]([CH2:8][n:9]2[c:10]([CH2:19][CH3:20])[cH:11][c:12]3[c:13]([O:18][CH2:22][C:23](=[O:24])[O:25][CH3:26])[cH:14][cH:15][cH:16][c:17]23)[cH:5][cH:6][cH:7]1. The reactants are OC1=C(C=C(C=C1[N+](=O)[O-])C(C(C)C)=O)OC (4'-hydroxy-3'-methoxy-2-methyl-5'-nitropropiophenone), Cl.N1=CC=CC=C1 (pyridine hydrochloride), ice water. The solvent is Cl (hydrochloric acid). Reaction conditions: time 45 minute. The product is OC=1C=C(C=C(C1O)[N+](=O)[O-])C(C(C)C)=O (3',4'-dihydroxy-2-methyl-5'-nitropropiophenone). RXN SMILES: [OH:1][C:2]1[C:7]([N+:8]([O-:10])=[O:9])=[CH:6][C:5]([C:11](=[O:15])[CH:12]([CH3:14])[CH3:13])=[CH:4][C:3]=1[O:16]C.Cl.N1C=CC=CC=1>Cl>[OH:16][C:3]1[CH:4]=[C:5]([C:11](=[O:15])[CH:12]([CH3:13])[CH3:14])[CH:6]=[C:7]([N+:8]([O-:10])=[O:9])[C:2]=1[OH:1] |f:1.2|. Procedure details: 8.0 g of 4'-hydroxy-3'-methoxy-2-methyl-5'-nitropropiophenone are treated with 64 g of pyridine hydrochloride and stirred at 180° for 45 minutes. After cooling the reaction mixture is poured into 500 ml of ice-water, whereupon it is made acid with 20 ml of 3N hydrochloric acid and extracted with methylene chloride. The organic phase is washed with water, dried over sodium sulfate and evaporated in a water-jet vacuum. After crystallization from methylene chloride/n-hexane there is obtained 3',4'-... Yields the product CC(C)(C)S(=O)N=CCC1(O[Si](C)(C)C(C)(C)C)CC1. Reaction SMILES: [C:1]([CH3:2])([CH3:3])([CH3:4])[Si:5]([O:6][C:7]1([CH2:10][CH:11]=[O:12])[CH2:8][CH2:9]1)([CH3:13])[CH3:14].[CH3:15][C:16]([CH3:17])([CH3:18])[S:19](=[O:20])[NH2:21].[Cl:27][CH2:28][Cl:29].[O-:22][S:23](=[O:24])(=[O:25])[O-:26]>>[C:1]([CH3:2])([CH3:3])([CH3:4])[Si:5]([O:6][C:7]1([CH2:10][CH:11]=[N:21][S:19]([C:16]([CH3:15])([CH3:17])[CH3:18])=[O:20])[CH2:8][CH2:9]1)([CH3:13])[CH3:14]. The reactants are CC(C)(C)[Si](C)(C)OC1(CC=O)CC1, CC(C)(C)S(N)=O, ClCCl, O=S(=O)([O-])[O-].